describe an organic reaction: reactants, conditions, products, and yield From a dataset of the Open Reaction Database (ORD), a public repository of structured organic reaction records. Reactants: CN(C)C=O, FC(F)(F)c1ccc(C(Cl)Cn2ccnc2)cc1, [H-], [Na+], COC(=O)c1ccc(S)cc1. Product: COC(=O)c1ccc(SC(Cn2ccnc2)c2ccc(C(F)(F)F)cc2)cc1. RXN SMILES: [CH3:32][N:33]([CH3:34])[CH:35]=[O:36].[Cl:14][CH:15]([CH2:16][n:17]1[cH:18][n:19][cH:20][cH:21]1)[c:22]1[cH:23][cH:24][c:25]([C:28]([F:29])([F:30])[F:31])[cH:26][cH:27]1.[H-:1].[Na+:2].[SH:3][c:4]1[cH:5][cH:6][c:7]([C:8](=[O:9])[O:10][CH3:11])[cH:12][cH:13]1>>[S:3]([c:4]1[cH:5][cH:6][c:7]([C:8](=[O:9])[O:10][CH3:11])[cH:12][cH:13]1)[CH:15]([CH2:16][n:17]1[cH:18][n:19][cH:20][cH:21]1)[c:22]1[cH:23][cH:24][c:25]([C:28]([F:29])([F:30])[F:31])[cH:26][cH:27]1.